Dataset: the Open Reaction Database (ORD), a public repository of structured organic reaction records. Task: describe an organic reaction: reactants, conditions, products, and yield The reactants are BrC=1C2=C(C=NC1)N=C(N2C2CC2)C=2C(=NON2)N (4-(7-Bromo-1-cyclopropyl-1H-imidazo[4,5-c]pyridin-2-yl)-furazan-3-ylamine), C1(=CC=CC=C1)B(O)O (phenylboronic acid). Product: C1(CC1)N1C(=NC=2C=NC=C(C21)C2=CC=CC=C2)C=2C(=NON2)N (4-(1-Cyclopropyl-7-phenyl-1H-imidazo[4,5-c]pyridin-2-yl)furazan-3-ylamine). As a reaction SMILES: Br[C:2]1[C:3]2[N:10]([CH:11]3[CH2:13][CH2:12]3)[C:9]([C:14]3[C:15]([NH2:19])=[N:16][O:17][N:18]=3)=[N:8][C:4]=2[CH:5]=[N:6][CH:7]=1.[C:20]1(B(O)O)[CH:25]=[CH:24][CH:23]=[CH:22][CH:21]=1>>[CH:11]1([N:10]2[C:3]3[C:2]([C:20]4[CH:25]=[CH:24][CH:23]=[CH:22][CH:21]=4)=[CH:7][N:6]=[CH:5][C:4]=3[N:8]=[C:9]2[C:14]2[C:15]([NH2:19])=[N:16][O:17][N:18]=2)[CH2:13][CH2:12]1. Procedure details: The title compound was prepared from the product of Step 5 and phenylboronic acid using the method of Example 101; MS (ES+) m/e 319 [M+H]+. Reactants: [BH3-]C#N, O=C([O-])O, ClCCl, CO, CCN(C(C)C)C(C)C, [Cl-], [Cl-], [Cl-], [Cl-], CCC(=O)C(F)(F)F, CC(C)N(C(=O)c1cc2c(cc1C(F)(F)F)OC(C)(C)C(=O)N2CCN)C1CCCN(C(=O)OC(C)(C)C)C1, [Na+], [Na+], [Ti+4]. Yields the product CCC(NCCN1C(=O)C(C)(C)Oc2cc(C(F)(F)F)c(C(=O)N(C(C)C)C3CCCN(C(=O)OC(C)(C)C)C3)cc21)C(F)(F)F. RXN SMILES: [C:57]([BH3-:58])#[N:59].[C:61](=[O:62])([O-:63])[OH:64].[CH2:66]([Cl:67])[Cl:68].[CH3:74][OH:75].[CH:48]([N:49]([CH:50]([CH3:51])[CH3:52])[CH2:53][CH3:54])([CH3:55])[CH3:56].[Cl-:69].[Cl-:70].[Cl-:71].[Cl-:72].[F:40][C:41]([C:42]([CH2:43][CH3:44])=[O:45])([F:46])[F:47].[NH2:1][CH2:2][CH2:3][N:4]1[C:5](=[O:39])[C:6]([CH3:37])([CH3:38])[O:7][c:8]2[c:9]1[cH:10][c:11]([C:18](=[O:19])[N:20]([CH:21]1[CH2:22][N:23]([C:27](=[O:28])[O:29][C:30]([CH3:31])([CH3:32])[CH3:33])[CH2:24][CH2:25][CH2:26]1)[CH:34]([CH3:35])[CH3:36])[c:12]([C:14]([F:15])([F:16])[F:17])[cH:13]2.[Na+:60].[Na+:65].[Ti+4:73]>>[NH:1]([CH2:2][CH2:3][N:4]1[C:5](=[O:39])[C:6]([CH3:37])([CH3:38])[O:7][c:8]2[c:9]1[cH:10][c:11]([C:18](=[O:19])[N:20]([CH:21]1[CH2:22][N:23]([C:27](=[O:28])[O:29][C:30]([CH3:31])([CH3:32])[CH3:33])[CH2:24][CH2:25][CH2:26]1)[CH:34]([CH3:35])[CH3:36])[c:12]([C:14]([F:15])([F:16])[F:17])[cH:13]2)[CH:42]([C:41]([F:40])([F:46])[F:47])[CH2:43][CH3:44].